This data is from the Open Reaction Database (ORD), a public repository of structured organic reaction records. The task is: describe an organic reaction: reactants, conditions, products, and yield Reactants: ClCCl, N#CBr, OCC1CCNCC1, [Na+], O=C([O-])O, O. The product is N#CN1CCC(CO)CC1. As a reaction SMILES: [Cl:17][CH2:18][Cl:19].[N:14]#[C:15][Br:16].[NH:1]1[CH2:2][CH2:3][CH:4]([CH2:7][OH:8])[CH2:5][CH2:6]1.[Na+:13].[O-:9][C:10]([OH:11])=[O:12].[OH2:20]>>[N:1]1([C:15]#[N:14])[CH2:2][CH2:3][CH:4]([CH2:7][OH:8])[CH2:5][CH2:6]1. The reactants are O=C1CCC(=O)N1Br, COC(=O)c1cccc([N+](=O)[O-])c1C, ClC(Cl)Cl, CC(C)(C#N)N=NC(C)(C)C#N. The product is COC(=O)c1cccc([N+](=O)[O-])c1CBr. As a reaction SMILES: [Br:15][N:16]1[C:17](=[O:18])[CH2:19][CH2:20][C:21]1=[O:22].[CH3:1][c:2]1[c:3]([C:4](=[O:5])[O:6][CH3:7])[cH:8][cH:9][cH:10][c:11]1[N+:12](=[O:13])[O-:14].[CH:35]([Cl:36])([Cl:37])[Cl:38].[N:23]([C:24]([CH3:25])([CH3:26])[C:27]#[N:28])=[N:29][C:30]([CH3:31])([CH3:32])[C:33]#[N:34]>>[CH2:1]([c:2]1[c:3]([C:4](=[O:5])[O:6][CH3:7])[cH:8][cH:9][cH:10][c:11]1[N+:12](=[O:13])[O-:14])[Br:15]. Starting materials: ClC1=NC=C(C#N)C=C1 (6-Chloro-nicotinonitrile), FC1=C(C=CC=C1)B(O)O (2-fluorophenyl boronic acid), C(=O)([O-])[O-].[Na+].[Na+] (Na2CO3). The solvent is C1(=CC=CC=C1)C (toluene), O (water). Run at temperature 90 celsius, time 12 hour. Yields the product FC1=C(C=CC=C1)C1=NC=C(C#N)C=C1 (6-(2-Fluoro-phenyl)-nicotinonitrile). Yield: 94.4%. Reaction SMILES: Cl[C:2]1[CH:9]=[CH:8][C:5]([C:6]#[N:7])=[CH:4][N:3]=1.[F:10][C:11]1[CH:16]=[CH:15][CH:14]=[CH:13][C:12]=1B(O)O.C([O-])([O-])=O.[Na+].[Na+]>C1(C)C=CC=CC=1.O>[F:10][C:11]1[CH:16]=[CH:15][CH:14]=[CH:13][C:12]=1[C:2]1[CH:9]=[CH:8][C:5]([C:6]#[N:7])=[CH:4][N:3]=1 |f:2.3.4|. Procedure details: A mixture of 6-Chloro-nicotinonitrile (7.26 g, 52.4 mmol) and 2-fluorophenyl boronic acid (11 g, 78.6 mmol) and Na2CO3 (11 g, 103 mmol) in toluene (200 mL) and water (10 mL) is degassed and filled with nitrogen for three times, then Pd(PPh3)4 (0.73 g) is added under nitrogen. The reaction mixture is heated at 90° C. After 12 hrs, the reaction mixture is cooled to room temperature, diluted with ethyl acetate, washed with water, dried, concentrated. Column chromatography on silica gel (Hexane/ethy... The reactants are FC=1C=CC(=NC1)N1C=NC=2C=NC=CC21 (1-(5-Fluoropyridin-2-yl)-1H-imidazo[4,5-c]pyridine), BrC1=NC=C(C=C1)F (2-bromo-5-fluoropyridine). The product is N1=C(C=CC=C1)N1C=NC=2C=NC=CC21 (1-(Pyridin-2-yl)-1H-imidazo[4,5-c]pyridine). Reaction SMILES: F[C:2]1[CH:3]=[CH:4][C:5]([N:8]2[C:16]3[CH:15]=[CH:14][N:13]=[CH:12][C:11]=3[N:10]=[CH:9]2)=[N:6][CH:7]=1.BrC1C=CC(F)=CN=1>>[N:6]1[CH:7]=[CH:2][CH:3]=[CH:4][C:5]=1[N:8]1[C:16]2[CH:15]=[CH:14][N:13]=[CH:12][C:11]=2[N:10]=[CH:9]1. Reported procedure: Intermediate 3 was prepared in a manner analogous to Intermediate 1, substituting 2-bromopyridine for 2-bromo-5-fluoropyridine. MS (ESI): mass calculated for C11H8N4, 196.07; m/z found 197.1 [M+H]+. Starting materials: ClCCl, COC(=O)C#CC(O)c1cc(OC)ccc1OC. Product: COC(=O)C#CC(=O)c1cc(OC)ccc1OC. RXN SMILES: [CH2:19]([Cl:20])[Cl:21].[CH3:1][O:2][c:3]1[c:4]([CH:11]([C:12]#[C:13][C:14](=[O:15])[O:16][CH3:17])[OH:18])[cH:5][c:6]([O:9][CH3:10])[cH:7][cH:8]1>>[CH3:1][O:2][c:3]1[c:4]([C:11]([C:12]#[C:13][C:14](=[O:15])[O:16][CH3:17])=[O:18])[cH:5][c:6]([O:9][CH3:10])[cH:7][cH:8]1. The reactants are CN1CCC=2C1=NC(=CC2C)C (1,4,6-trimethyl-2,3-dihydro-1H-pyrrolo[2,3-b]pyridine), [Li]CCCC (n-BuLi), C1CCOC1 (THF), BrCCCCCCCCC (1-bromononane). Run at time 16 hour. The product is CN1CCC=2C1=NC(=CC2C)CCCCCCCCCCCCCCCC (1,4-Dimethyl-6-hexadecyl-2,3-dihydro-1H-pyrrolo[2,3-b]pyridine). As a reaction SMILES: [CH3:1][N:2]1[C:6]2=[N:7][C:8]([CH3:12])=[CH:9][C:10]([CH3:11])=[C:5]2[CH2:4][CH2:3]1.[Li][CH2:14][CH2:15][CH2:16][CH3:17].Br[CH2:19][CH2:20][CH2:21][CH2:22][CH2:23][CH2:24][CH2:25][CH2:26][CH3:27].[CH2:28]1COC[CH2:29]1>>[CH3:1][N:2]1[C:6]2=[N:7][C:8]([CH2:12][CH2:17][CH2:16][CH2:15][CH2:14][CH2:27][CH2:26][CH2:25][CH2:24][CH2:23][CH2:22][CH2:21][CH2:20][CH2:19][CH2:28][CH3:29])=[CH:9][C:10]([CH3:11])=[C:5]2[CH2:4][CH2:3]1. Procedure details: To a solution of 277 mg (1.71 mmol) of 1,4,6-trimethyl-2,3-dihydro-1H-pyrrolo[2,3-b]pyridine in 5 mL of THF was added 1.71 mL (2.73 mmol, 1.6 M in hexanes) of n-BuLi followed by 518 μL (1.79 mmol) of 1-bromononane at 78° C. The reaction mixture was slowly warmed to room temperature and stirred for another 16 h. The reaction mixture was quenched by the addition of 10 mL of sat aq NH4Cl at 0° C. The mixture was extracted with EtOAc. The combined organic layer was Washed with brine, dried (MgSO4) a...